From a dataset of the Open Reaction Database (ORD), a public repository of structured organic reaction records. describe an organic reaction: reactants, conditions, products, and yield The reactants are BrCc1ccccc1, Oc1ccccc1Br, CCO, CCOCC, [Na+], [OH-]. The product is Brc1ccccc1OCc1ccccc1. RXN SMILES: [Br:14][CH2:15][c:16]1[cH:17][cH:18][cH:19][cH:20][cH:21]1.[Br:1][c:2]1[c:3]([OH:8])[cH:4][cH:5][cH:6][cH:7]1.[CH3:11][CH2:12][OH:13].[CH3:22][CH2:23][O:24][CH2:25][CH3:26].[Na+:10].[OH-:9]>>[Br:1][c:2]1[c:3]([O:8][CH2:15][c:16]2[cH:17][cH:18][cH:19][cH:20][cH:21]2)[cH:4][cH:5][cH:6][cH:7]1.